Dataset: the Open Reaction Database (ORD), a public repository of structured organic reaction records. Task: describe an organic reaction: reactants, conditions, products, and yield The reactants are C(CCC(=O)[O-])(=O)[O-] (succinate), CO (methanol), C([O-])([O-])=O.[K+].[K+] (potassium carbonate), O (water), CCOCC (ether). Product: C1(=CC=CC=C1)C(C)O (1-Phenylethanol). As a reaction SMILES: [C:1]([O-])(=O)[CH2:2][CH2:3][C:4]([O-])=O.[C:9](=[O:12])([O-])[O-].[K+].[K+].O.[CH3:16][CH2:17]OCC.[CH3:21]O>>[C:1]1([CH:9]([OH:12])[CH3:21])[CH:17]=[CH:16][CH:4]=[CH:3][CH:2]=1 |f:1.2.3|. Procedure: The acetate R-2a (164 mg; 1.0 mmol) was deacetylated by overnight treatment with potassium carbonate (276 mg; 2.0 mmol; 2 equiv.) in methanol (3 mL). The product R-1a (89 mg; 73%) was isolated by dilution with water (25 mL), extraction with ether (2×10 mL), drying of the extracts (MgSO4), and concentration. All achiral properties of 1a are as reported above. 1H nmr analysis of the MTPA ester using an analogous procedure to that of Dale et al., J. Org. Chem., 1969, 34, 2543, indicated 90% ee for ... Reactants: NC1=C(C=C(C=C1)Cl)C(=O)C1=CC(=CC=C1)OC ((2-amino-5-chlorophenyl)(3-methoxyphenyl)methanone), [BH4-].[Na+] (sodium borohydride). Run in C(C)O (ethanol). Conditions: time 24 hour. Product: NC1=C(C=C(C=C1)Cl)C(O)C1=CC(=CC=C1)OC ((2-amino-5-chlorophenyl)(3-methoxyphenyl)methanol). The yield is 64.3%. As a reaction SMILES: [NH2:1][C:2]1[CH:7]=[CH:6][C:5]([Cl:8])=[CH:4][C:3]=1[C:9]([C:11]1[CH:16]=[CH:15][CH:14]=[C:13]([O:17][CH3:18])[CH:12]=1)=[O:10].[BH4-].[Na+]>C(O)C>[NH2:1][C:2]1[CH:7]=[CH:6][C:5]([Cl:8])=[CH:4][C:3]=1[CH:9]([C:11]1[CH:16]=[CH:15][CH:14]=[C:13]([O:17][CH3:18])[CH:12]=1)[OH:10] |f:1.2|. Reported procedure: To 3.66 g of (2-amino-5-chlorophenyl)(3-methoxyphenyl)methanone dissolved in 15 ml of ethanol are added, at 20° C., 1.59 g of sodium borohydride. After 24 hours at 20° C., the reaction medium is concentrated, taken up in ethyl acetate and washed twice with water. The organic phase is dried over anhydrous sodium sulfate and concentrated. The residue is solidified with dichloromethane to give 2.37 g of the expected product. Starting materials: O=Cc1cnccc1Br, CN1CCCC1=O, CCOC(C)=O, [Cu]I, [Na], O=S(O)c1ccccc1. Reaction SMILES: [Br:1][c:2]1[c:3]([CH:8]=[O:9])[cH:4][n:5][cH:6][cH:7]1.[CH3:20][N:21]1[CH2:22][CH2:23][CH2:24][C:25]1=[O:26].[CH3:27][CH2:28][O:29][C:30](=[O:31])[CH3:32].[Cu:33][I:34].[Na:10].[c:11]1([S:17](=[O:18])[OH:19])[cH:12][cH:13][cH:14][cH:15][cH:16]1>>[c:2]1([S:17]([c:11]2[cH:12][cH:13][cH:14][cH:15][cH:16]2)(=[O:18])=[O:19])[c:3]([CH:8]=[O:9])[cH:4][n:5][cH:6][cH:7]1. Yields the product O=Cc1cnccc1S(=O)(=O)c1ccccc1. Reactants: CCOC(C)=O, Cl, O=C(O)C1(C(=O)O)CCOCC1, O, c1ccncc1. The product is O=C(O)C1CCOCC1. Reaction SMILES: [CH3:21][CH2:22][O:23][C:24](=[O:25])[CH3:26].[ClH:20].[O:1]1[CH2:2][CH2:3][C:4]([C:7](=[O:8])[OH:9])([C:10]([OH:11])=[O:12])[CH2:5][CH2:6]1.[OH2:19].[cH:13]1[cH:14][cH:15][n:16][cH:17][cH:18]1>>[O:1]1[CH2:2][CH2:3][CH:4]([C:7](=[O:8])[OH:9])[CH2:5][CH2:6]1. Starting materials: NCC(=O)NC(C1=CC=C(C=C1)C)C1=CC=CC=C1 (rac-2-amino-N-(phenyl-p-tolyl-methyl)-acetamide), ClC1=CC=C(C(=O)O)C=C1 (4-chlorobenzoic acid). Product: ClC1=CC=C(C(=O)NCC(NC(C2=CC=C(C=C2)C)C2=CC=CC=C2)=O)C=C1 (rac-4-Chloro-N-{[(phenyl-p-tolyl-methyl)-carbamoyl]-methyl}-benzamide). RXN SMILES: [NH2:1][CH2:2][C:3]([NH:5][CH:6]([C:14]1[CH:19]=[CH:18][CH:17]=[CH:16][CH:15]=1)[C:7]1[CH:12]=[CH:11][C:10]([CH3:13])=[CH:9][CH:8]=1)=[O:4].[Cl:20][C:21]1[CH:29]=[CH:28][C:24]([C:25](O)=[O:26])=[CH:23][CH:22]=1>>[Cl:20][C:21]1[CH:29]=[CH:28][C:24]([C:25]([NH:1][CH2:2][C:3](=[O:4])[NH:5][CH:6]([C:14]2[CH:19]=[CH:18][CH:17]=[CH:16][CH:15]=2)[C:7]2[CH:12]=[CH:11][C:10]([CH3:13])=[CH:9][CH:8]=2)=[O:26])=[CH:23][CH:22]=1. Reported procedure: Prepared in analogy to example 1.12 from rac-2-amino-N-(phenyl-p-tolyl-methyl)-acetamide (Example 3.3) and 4-chlorobenzoic acid. Starting materials: FC1=CC=C(C=C1)N1C(=NC=C1C(=O)O)SCC1=C(C(=CC=C1F)F)F (1-(4-Fluorophenyl)-2-((2,3,6-trifluorobenzyl)thio)-1H-imidazole-5-carboxylic acid), FC1=CC=C(C=C1)N1C(=NC=C1C(=O)[O-])NCC1=C(C(=CC=C1F)F)F (1-(4-fluorophenyl)-2-((2,3,6-trifluorobenzyl)amino)-1H-imidazole-5-carboxylate). Run in C1CCOC1 (THF), CO (MeOH). The product is CC=1N=C(N(C1C(=O)O)C1=CC=C(C=C1)F)NCC1=C(C(=CC=C1F)F)F (Methyl 1-(4-fluorophenyl)-2-((2,3,6-trifluorobenzyl)amino)-1H-imidazole-5-carboxylic acid). As a reaction SMILES: F[C:2]1C=CC(N2C(C(O)=O)=CN=C2SCC2C(F)=CC=C(F)C=2F)=CC=1.[F:27][C:28]1[CH:33]=[CH:32][C:31]([N:34]2[C:38]([C:39]([O-:41])=[O:40])=[CH:37][N:36]=[C:35]2[NH:42][CH2:43][C:44]2[C:49]([F:50])=[CH:48][CH:47]=[C:46]([F:51])[C:45]=2[F:52])=[CH:30][CH:29]=1>C1COCC1.CO>[CH3:2][C:37]1[N:36]=[C:35]([NH:42][CH2:43][C:44]2[C:49]([F:50])=[CH:48][CH:47]=[C:46]([F:51])[C:45]=2[F:52])[N:34]([C:31]2[CH:32]=[CH:33][C:28]([F:27])=[CH:29][CH:30]=2)[C:38]=1[C:39]([OH:41])=[O:40]. Reported procedure: Methyl 1-(4-fluorophenyl)-2-((2,3,6-trifluorobenzyl)amino)-1H-imidazole-5-carboxylic acid (69) was prepared in a similar manner as that described for the synthesis of compound 11 using 1-(4-fluorophenyl)-2-((2,3,6-trifluorobenzyl)amino)-1H-imidazole-5-carboxylate (68) (60 mg, 0.158 mmol), 1NLiOH (5 mL) in THF (5 mL) and MeOH (5 mL).